This data is from the Open Reaction Database (ORD), a public repository of structured organic reaction records. The task is: describe an organic reaction: reactants, conditions, products, and yield The reactants are BrCC(=O)OC(C)(C)C (tert-butyl bromoacetate), CC(CCCCCCCCCCCC=O)C (13-methyltetradecanal), Cl (hydrochloric acid), resultant solution, II (iodine), Cl (hydrochloric acid). Reagents/catalysts: [Zn] (zinc). Solvent: O1CCCC1 (tetrahydrofuran), O1CCCC1 (tetrahydrofuran). Product: OC(CC(=O)OC(C)(C)C)CCCCCCCCCCCC(C)C (tert-butyl 3-hydroxy-15-methylhexadecanoate). Yield: 52.6%. Reaction SMILES: II.Br[CH2:4][C:5]([O:7][C:8]([CH3:11])([CH3:10])[CH3:9])=[O:6].[CH3:12][CH:13]([CH3:27])[CH2:14][CH2:15][CH2:16][CH2:17][CH2:18][CH2:19][CH2:20][CH2:21][CH2:22][CH2:23][CH2:24][CH:25]=[O:26].Cl>O1CCCC1.[Zn]>[OH:26][CH:25]([CH2:24][CH2:23][CH2:22][CH2:21][CH2:20][CH2:19][CH2:18][CH2:17][CH2:16][CH2:15][CH2:14][CH:13]([CH3:27])[CH3:12])[CH2:4][C:5]([O:7][C:8]([CH3:11])([CH3:10])[CH3:9])=[O:6]. Procedure details: A suspended solution of activated zinc (118 mg), a small crystal of iodine, and tetrahydrofuran (3 ml) was stirred under refluxing. To the mixture was added a solution of tert-butyl bromoacetate (312 mg) and 13-methyltetradecanal (226 mg) in tetrahydrofuran (3 ml), and the reactants were stirred under refluxing for 1 hour. Anhydrous conditions were maintained throughout this experiment. The cooled solution was poured into 0.1N hydrochloric acid (5.6 ml) and the resultant solution was adjusted to... Reactants: ClC1=CC2=C(OC3=C(CN2C(=O)NN)C=CC=C3)C=C1 (8-chlorodibenz[b,f][1,41oxazepine-10(11H)-carboxylic acid, hydrazide), S1C(=CC=C1)CCCC(=O)O (4-(2-thienyl)butyric acid), C1(CCCCC1)N=C=NC1CCCCC1 (dicyclohexylcarbodiimide). Solvent: ClCCl (dichloromethane). Run at temperature 5 celsius, time 18 hour. Product: O=C(CCCC=1SC=CC1)NNC(=O)N1C2=C(OC3=C(C1)C=CC=C3)C=CC(=C2)Cl (8-chlorodibenz[b,f][1,4]oxazepine-10(11H)-carboxylic acid, 2-[1-oxo-4-(2-thienyl]butyl]hydrazide). Reaction SMILES: [Cl:1][C:2]1[CH:20]=[CH:19][C:5]2[O:6][C:7]3[CH:18]=[CH:17][CH:16]=[CH:15][C:8]=3[CH2:9][N:10]([C:11]([NH:13][NH2:14])=[O:12])[C:4]=2[CH:3]=1.[S:21]1[CH:25]=[CH:24][CH:23]=[C:22]1[CH2:26][CH2:27][CH2:28][C:29](O)=[O:30].C1(N=C=NC2CCCCC2)CCCCC1>ClCCl>[O:30]=[C:29]([NH:14][NH:13][C:11]([N:10]1[CH2:9][C:8]2[CH:15]=[CH:16][CH:17]=[CH:18][C:7]=2[O:6][C:5]2[CH:19]=[CH:20][C:2]([Cl:1])=[CH:3][C:4]1=2)=[O:12])[CH2:28][CH2:27][CH2:26][C:22]1[S:21][CH:25]=[CH:24][CH:23]=1. Reported procedure: To a stirring 5 mL dichloromethane (DCM) solution of 0.29 g (one mmol) of 8-chlorodibenz[b,f][1,41oxazepine-10(11H)-carboxylic acid, hydrazide (1), prepared as described above in Example 1, and 0.17 g (one mmol) of 4-(2-thienyl)butyric acid cooled to 5° C. was added 0.23 g (1.1 mmol) of dicyclohexylcarbodiimide. With warming to room temperature, the reaction was stirred for 18 hours. The reaction mixture was filtered through a sintered-glass funnel. The filtrate was dried under water aspirator v... Reactants: NC=1C=C(C=CC1)C1=NN2C(C=CC=C2)=C1C1=NC(=NC=C1)NC1=CC(=CC=C1)OCCN(CC)CC (4-[2-(3-aminophenyl)pyrazolo[1,5-a]pyridin-3-yl]-N-(3-{[2-(diethylamino)ethyl]oxy}phenyl)-2-pyrimidinamine), S1C(=CC=C1)CC(=O)Cl (2-thienylacetyl chloride). Yields the product C(C)N(CCOC=1C=C(C=CC1)NC1=NC=CC(=N1)C=1C(=NN2C1C=CC=C2)C=2C=C(C=CC2)NC(CC=2SC=CC2)=O)CC (N-[3-(3-{2-[(3-{[2-(Diethylamino)ethyl]oxy}phenyl)amino]-4-pyrimidinyl}pyrazolo[1,5-a]pyridin-2-yl)phenyl]-2-(2-thienyl)acetamide). Isolated yield 49.0%. Reaction SMILES: [NH2:1][C:2]1[CH:3]=[C:4]([C:8]2[C:16]([C:17]3[CH:22]=[CH:21][N:20]=[C:19]([NH:23][C:24]4[CH:29]=[CH:28][CH:27]=[C:26]([O:30][CH2:31][CH2:32][N:33]([CH2:36][CH3:37])[CH2:34][CH3:35])[CH:25]=4)[N:18]=3)=[C:11]3[CH:12]=[CH:13][CH:14]=[CH:15][N:10]3[N:9]=2)[CH:5]=[CH:6][CH:7]=1.[S:38]1[CH:42]=[CH:41][CH:40]=[C:39]1[CH2:43][C:44](Cl)=[O:45]>>[CH2:34]([N:33]([CH2:36][CH3:37])[CH2:32][CH2:31][O:30][C:26]1[CH:25]=[C:24]([NH:23][C:19]2[N:18]=[C:17]([C:16]3[C:8]([C:4]4[CH:3]=[C:2]([NH:1][C:44](=[O:45])[CH2:43][C:39]5[S:38][CH:42]=[CH:41][CH:40]=5)[CH:7]=[CH:6][CH:5]=4)=[N:9][N:10]4[CH:15]=[CH:14][CH:13]=[CH:12][C:11]=34)[CH:22]=[CH:21][N:20]=2)[CH:29]=[CH:28][CH:27]=1)[CH3:35]. Procedure details: The title compound was synthesized from 4-[2-(3-aminophenyl)pyrazolo[1,5-a]pyridin-3-yl]-N-(3-{[2-(diethylamino)ethyl]oxy}phenyl)-2-pyrimidinamine using acylation with 2-thienylacetyl chloride as described in Example 10, Step E to yield a light brown solid in 49% yield. 1H NMR (400 MHz, DMSO-D6) δ ppm 1.2 (t, J=7.2 Hz, 6H) 3.2 (s, 4H) 3.5 (s, 2H) 3.9 (s, 2H) 4.3 (s, 2H) 6.5 (d, J=5.3 Hz, 1H) 6.6 (s, 1H) 7.0 (m, 2H) 7.1 (d, J=1.5 Hz, 1H) 7.3 (d, J=5.1 Hz, 1H) 7.4 (m, 2H) 7.5 (m, 1H) 7.6 (s, 1H) 7... Reactants: O (water), CC(=CC1=CC=C(CO)C=C1)C (4-(2-methylprop-1-en-1-yl)benzyl alcohol), C(Br)(Br)(Br)Br (carbon tetrabromide), C1(=CC=CC=C1)P(C1=CC=CC=C1)C1=CC=CC=C1 (triphenylphosphine). The solvent is ClCCl (dichloromethane). Reaction conditions: time 3.5 hour. Product: CC(=CC1=CC=C(CBr)C=C1)C (4-(2-methylprop-1-en-1-yl)benzyl bromide). As a reaction SMILES: [CH3:1][C:2]([CH3:12])=[CH:3][C:4]1[CH:11]=[CH:10][C:7]([CH2:8]O)=[CH:6][CH:5]=1.C(Br)(Br)(Br)[Br:14].C1(P(C2C=CC=CC=2)C2C=CC=CC=2)C=CC=CC=1.O>ClCCl>[CH3:1][C:2]([CH3:12])=[CH:3][C:4]1[CH:11]=[CH:10][C:7]([CH2:8][Br:14])=[CH:6][CH:5]=1. Reported procedure: To a solution of 4-(2-methylprop-1-en-1-yl)benzyl alcohol (0.60 g) and carbon tetrabromide (1.2 g) in dichloromethane (12 mL) was added triphenylphosphine (0.97 g) at 0° C., and the mixture was stirred at room temperature for 3.5 hours. To the reaction mixture was added water, and the mixture was extracted with hexane. The organic layer was washed with water and dried over anhydrous magnesium sulfate. The solvent was removed under reduced pressure, and the residue was purified by column chromato... The reactants are C=C(C(=O)OC)C1(C)CC(c2cccc(Cl)c2)C(c2ccc(Cl)cc2)N(C(CO[Si](c2ccccc2)(c2ccccc2)C(C)(C)C)C2CC2)C1=O, C[S+](C)(C)=O, CS(C)=O, [H-], [I-], [Na+]. The product is COC(=O)C1(C2(C)CC(c3cccc(Cl)c3)C(c3ccc(Cl)cc3)N(C(CO[Si](c3ccccc3)(c3ccccc3)C(C)(C)C)C3CC3)C2=O)CC1. Reaction SMILES: [C:9]([CH3:10])([CH3:11])([CH3:12])[Si:13]([O:14][CH2:15][CH:16]([CH:17]1[CH2:18][CH2:19]1)[N:20]1[C:21](=[O:47])[C:22]([CH3:40])([C:41]([C:42](=[O:43])[O:44][CH3:45])=[CH2:46])[CH2:23][CH:24]([c:33]2[cH:34][c:35]([Cl:39])[cH:36][cH:37][cH:38]2)[CH:25]1[c:26]1[cH:27][cH:28][c:29]([Cl:32])[cH:30][cH:31]1)([c:48]1[cH:49][cH:50][cH:51][cH:52][cH:53]1)[c:54]1[cH:55][cH:56][cH:57][cH:58][cH:59]1.[CH3:2][S+:3]([CH3:4])([CH3:5])=[O:6].[CH3:60][S:61]([CH3:62])=[O:63].[H-:7].[I-:1].[Na+:8]>>[CH2:2]1[C:41]([C:22]2([CH3:40])[C:21](=[O:47])[N:20]([CH:16]([CH2:15][O:14][Si:13]([C:9]([CH3:10])([CH3:11])[CH3:12])([c:48]3[cH:49][cH:50][cH:51][cH:52][cH:53]3)[c:54]3[cH:55][cH:56][cH:57][cH:58][cH:59]3)[CH:17]3[CH2:18][CH2:19]3)[CH:25]([c:26]3[cH:27][cH:28][c:29]([Cl:32])[cH:30][cH:31]3)[CH:24]([c:33]3[cH:34][c:35]([Cl:39])[cH:36][cH:37][cH:38]3)[CH2:23]2)([C:42](=[O:43])[O:44][CH3:45])[CH2:46]1.